From a dataset of the Open Reaction Database (ORD), a public repository of structured organic reaction records. describe an organic reaction: reactants, conditions, products, and yield The reactants are BrC=1C=C2C3=NC(=CN3C3CC(C2=CC1F)C3)C(=O)N (9-bromo-10-fluoro-2,5-diazatetracyclo[11.1.1.0[2,6].0[7,12]]pentadeca-3,5,7,9,11-pentaene-4-carboxamide), IN1C(CCC1=O)=O (N-iodosuccinimide). Solvent: CN(C)C=O (DMF). Reaction conditions: temperature 70 celsius, time 8 hour. Product: FC=1C(=CC=2C3=NC(=C(N3C3CC(C2C1)C3)I)C(=O)N)Br (10-Fluoro-9-bromo-3-iodo-2,5-diazatetracyclo[11.1.1.0[2,6].0[7,12]]pentadeca-3,5,7(12),8,10-pentaene-4-carboxamide). Yield: 87.0%. Reaction SMILES: [Br:1][C:2]1[CH:3]=[C:4]2[C:13](=[CH:14][C:15]=1[F:16])[CH:12]1[CH2:17][CH:10]([CH2:11]1)[N:9]1[C:5]2=[N:6][C:7]([C:18]([NH2:20])=[O:19])=[CH:8]1.[I:21]N1C(=O)CCC1=O>CN(C=O)C>[F:16][C:15]1[C:2]([Br:1])=[CH:3][C:4]2[C:5]3[N:9]([CH:10]4[CH2:11][CH:12]([C:13]=2[CH:14]=1)[CH2:17]4)[C:8]([I:21])=[C:7]([C:18]([NH2:20])=[O:19])[N:6]=3. Procedure details: 9-bromo-10-fluoro-2,5-diazatetracyclo[11.1.1.0[2,6].0[7,12]]pentadeca-3,5,7,9,11-pentaene-4-carboxamide (20.00 g, 59.5 mmol) and N-iodosuccinimide (2.00 equiv., 27.60 g, 119 mmol) were dissolved in DMF (300 mL, 5 mL/mmol) and stirred at 70° C. overnight. After 24 hours, the solution was concentrated in vacuo and diluted with water, then triturated for 1 hour and filtered. The solid was redissolved in ethyl acetate, triturated for 1 hour, and filtered to afford 23.93 g (87% yield) of the titled c... The reactants are COc1ccc(CCCCO)cc1, ClC(Cl)Cl, Cc1ccc(S(=O)(=O)Cl)cc1, c1ccncc1. Product: COc1ccc(CCCCOS(=O)(=O)c2ccc(C)cc2)cc1. Reaction SMILES: [CH3:7][O:8][c:9]1[cH:10][cH:11][c:12]([CH2:15][CH2:16][CH2:17][CH2:18][OH:19])[cH:13][cH:14]1.[CH:31]([Cl:32])([Cl:33])[Cl:34].[c:20]1([CH3:30])[cH:21][cH:22][c:23]([S:26](=[O:27])(=[O:28])[Cl:29])[cH:24][cH:25]1.[cH:1]1[cH:2][cH:3][n:4][cH:5][cH:6]1>>[CH3:7][O:8][c:9]1[cH:10][cH:11][c:12]([CH2:15][CH2:16][CH2:17][CH2:18][O:19][S:26]([c:23]2[cH:22][cH:21][c:20]([CH3:30])[cH:25][cH:24]2)(=[O:27])=[O:28])[cH:13][cH:14]1. Reactants: C1CCOC1, CC(C)(C)S(N)=O, O=C(c1ccc(F)cc1)c1cc(F)cc(OC(F)(F)C(F)F)c1. Product: CC(C)(C)S(=O)N=C(c1ccc(F)cc1)c1cc(F)cc(OC(F)(F)C(F)F)c1. RXN SMILES: [CH2:31]1[O:32][CH2:33][CH2:34][CH2:35]1.[CH3:24][C:25]([CH3:26])([CH3:27])[S:28](=[O:29])[NH2:30].[F:1][c:2]1[cH:3][c:4]([C:15](=[O:16])[c:17]2[cH:18][cH:19][c:20]([F:23])[cH:21][cH:22]2)[cH:5][c:6]([O:8][C:9]([CH:10]([F:11])[F:12])([F:13])[F:14])[cH:7]1>>[F:1][c:2]1[cH:3][c:4]([C:15]([c:17]2[cH:18][cH:19][c:20]([F:23])[cH:21][cH:22]2)=[N:30][S:28]([C:25]([CH3:24])([CH3:26])[CH3:27])=[O:29])[cH:5][c:6]([O:8][C:9]([CH:10]([F:11])[F:12])([F:13])[F:14])[cH:7]1. Reactants: [H-].[Al+3].[Li+].[H-].[H-].[H-] (lithium aluminium hydride), CON(C(C(CCCCC)C=1C=C2C(CCSC2=CC1)(C)C)=O)C ((RS)-N-methoxy-N-methyl-2-(4,4-dimethyl-thiochroman-6-yl)-heptanoic amide), OS(=O)(=O)[O-].[K+] (KHSO4). The solvent is C1CCOC1 (THF), C1CCOC1 (THF). Run at temperature -40 celsius, time 30 minute. The product is CC1(CCSC2=CC=C(C=C12)C(C=O)CCCCC)C ((RS)-2-(4,4-dimethyl-thiochroman-6-yl)-heptanal). Yield: 86.0%. Reaction SMILES: CON(C)[C:4](=[O:23])[CH:5]([C:11]1[CH:12]=[C:13]2[C:18](=[CH:19][CH:20]=1)[S:17][CH2:16][CH2:15][C:14]2([CH3:22])[CH3:21])[CH2:6][CH2:7][CH2:8][CH2:9][CH3:10].[H-].[Al+3].[Li+].[H-].[H-].[H-].OS([O-])(=O)=O.[K+]>C1COCC1>[CH3:21][C:14]1([CH3:22])[C:13]2[C:18](=[CH:19][CH:20]=[C:11]([CH:5]([CH2:6][CH2:7][CH2:8][CH2:9][CH3:10])[CH:4]=[O:23])[CH:12]=2)[S:17][CH2:16][CH2:15]1 |f:1.2.3.4.5.6,7.8|. Procedure: 0.49 g of (RS)-N-methoxy-N-methyl-2-(4,4-dimethyl-thiochroman-6-yl)-heptanoic amide was dissolved in 5 ml THF and treated with 1.6 ml of 1M lithium aluminium hydride solution in THF at −40° C. The mixture was stirred at −40° C. for 30 min. then allowed to warm to room temperature over 1.5 hour. The mixture was cooled back to −40° C. and 3.5 ml of 20% aqueous KHSO4 solution was added over 5 min. The mixture was stirred at room temperature for one hour. The reaction mixture was partitioned in 100 ... The reactants are Oc1ncc(Br)cc1F, O, BrP(Br)Br. Yields the product Fc1cc(Br)cnc1Br. RXN SMILES: [Br:1][c:2]1[cH:3][c:4]([F:9])[c:5]([OH:8])[n:6][cH:7]1.[OH2:10].[P:11]([Br:12])([Br:13])[Br:14]>>[Br:1][c:2]1[cH:3][c:4]([F:9])[c:5]([Br:12])[n:6][cH:7]1. Starting materials: BrCC(=O)C=1C=C(C(=C(C#N)C1)OCC)OCC (5-(bromoacetyl)-2,3-diethoxybenzonitrile), [Se](=O)=O (selenium dioxide), C(CCCCC)O (n-hexanol). Run in C(Cl)Cl (methylene chloride). Yields the product C(#N)C=1C=C(C=C(C1OC)OC)C(C(=O)OCCCCCC)=O (hexyl (3-cyano-4,5-dimethoxyphenyl)glyoxylate). Reaction SMILES: Br[CH2:2][C:3]([C:5]1[CH:6]=[C:7]([O:16][CH2:17]C)[C:8]([O:13][CH2:14]C)=[C:9]([CH:12]=1)[C:10]#[N:11])=[O:4].[Se](=O)=[O:20].[CH2:22]([OH:28])[CH2:23][CH2:24][CH2:25][CH2:26][CH3:27]>C(Cl)Cl>[C:10]([C:9]1[CH:12]=[C:5]([C:3](=[O:4])[C:2]([O:28][CH2:22][CH2:23][CH2:24][CH2:25][CH2:26][CH3:27])=[O:20])[CH:6]=[C:7]([O:16][CH3:17])[C:8]=1[O:13][CH3:14])#[N:11]. Procedure details: 1.45 g of 5-(bromoacetyl)-2,3-diethoxybenzonitrile and 1.12 g of selenium dioxide are stirred at 120° for 18 hours in 10 ml of n-hexanol. After cooling to room temperature the mixture is diluted with 20 ml of methylene chloride and filtered. The filtrate is washed with water, dried over sodium sulfate and evaporated. The residue is chromatographed on 70 g of silica gel with hexane/ether (2:1). there is obtained hexyl (3-cyano-4,5-dimethoxyphenyl)glyoxylate as an oil. The reactants are BrC1=NC(=CC=C1)C(C1=CC=C(C=C1)C(F)(F)F)=O (2-Bromo-6-(4-trifluoromethylbenzoyl)pyridine), C(C=C)(=O)OCC (ethyl acrylate), C(CCC)[Li] (butyllithium), BrC1=NC(=CC=C1)Br (2,6-dibromopyridine), FC(C1=CC=C(C#N)C=C1)(F)F (4-trifluoromethylbenzonitrile), C1(=CC=CC=C1)P(C1=CC=CC=C1)C1=CC=CC=C1 (triphenylphosphine). The reagents and catalysts are C(C)(=O)[O-].[Pd+2].C(C)(=O)[O-] (palladium(II) acetate). The solvent is C(C)N(CC)CC (triethylamine), CCOCC (ether). Run at temperature 150 celsius, time 6 hour. Yields the product C(C)OC(\C=C\C1=NC(=CC=C1)C(C1=CC=C(C=C1)C(F)(F)F)=O)=O ((E)-ethyl-3-[6-(4-trifluoromethylbenzoyl)-2-pyridyl]acrylate). Reaction SMILES: Br[C:2]1[CH:7]=[CH:6][CH:5]=[C:4]([C:8](=[O:19])[C:9]2[CH:14]=[CH:13][C:12]([C:15]([F:18])([F:17])[F:16])=[CH:11][CH:10]=2)[N:3]=1.BrC1C=CC=C(Br)N=1.FC(F)(F)C1C=CC(C#N)=CC=1.C([Li])CCC.[C:45]([O:49][CH2:50][CH3:51])(=[O:48])[CH:46]=[CH2:47].C1(P(C2C=CC=CC=2)C2C=CC=CC=2)C=CC=CC=1>CCOCC.C([O-])(=O)C.[Pd+2].C([O-])(=O)C.C(N(CC)CC)C>[CH2:50]([O:49][C:45](=[O:48])/[CH:46]=[CH:47]/[C:2]1[CH:7]=[CH:6][CH:5]=[C:4]([C:8](=[O:19])[C:9]2[CH:14]=[CH:13][C:12]([C:15]([F:18])([F:17])[F:16])=[CH:11][CH:10]=2)[N:3]=1)[CH3:51] |f:7.8.9|. Procedure: 2-Bromo-6-(4-trifluoromethylbenzoyl)pyridine, m.p. 66°-68° C. (prepared by reacting 2,6-dibromopyridine and 4-trifluoromethylbenzonitrile in dry ether in the presence of butyllithium) ethyl acrylate, triethylamine, palladium(II) acetate, triphenylphosphine and acetronitrile were heated at 150° C. in an autoclave with stirring for six hours to yield (E)-ethyl-3-[6-(4-trifluoromethylbenzoyl)-2-pyridyl]acrylate, m.p. 129°-132° C. Butyllithium was added under nitrogen to a stirred suspension of trip... Yields the product COc1ccc(N2CCOCC2)c2sc(-c3nc4c([nH]3)CCN(C(=O)C3CC3)CC4)nc12. As a reaction SMILES: [CH2:29]([N:30]([CH:31]([CH3:32])[CH3:33])[CH:34]([CH3:35])[CH3:36])[CH3:37].[CH3:2][O:3][c:4]1[cH:5][cH:6][c:7]([N:23]2[CH2:24][CH2:25][O:26][CH2:27][CH2:28]2)[c:8]2[c:9]1[n:10][c:11](-[c:13]1[n:14][c:15]3[c:16]([nH:22]1)[CH2:17][CH2:18][NH:19][CH2:20][CH2:21]3)[s:12]2.[CH:38]1([C:41](=[O:42])[Cl:43])[CH2:39][CH2:40]1.[ClH:1].[O:44]1[CH2:45][CH2:46][CH2:47][CH2:48]1>>[CH3:2][O:3][c:4]1[cH:5][cH:6][c:7]([N:23]2[CH2:24][CH2:25][O:26][CH2:27][CH2:28]2)[c:8]2[c:9]1[n:10][c:11](-[c:13]1[n:14][c:15]3[c:16]([nH:22]1)[CH2:17][CH2:18][N:19]([C:41]([CH:38]1[CH2:39][CH2:40]1)=[O:42])[CH2:20][CH2:21]3)[s:12]2. Reactants: CCN(C(C)C)C(C)C, COc1ccc(N2CCOCC2)c2sc(-c3nc4c([nH]3)CCNCC4)nc12, O=C(Cl)C1CC1, Cl, C1CCOC1. Reactants: [O-]CC.[Na+] (sodium ethoxide), ClC=1N=CC(=NC1)C(=O)OC (methyl 5-chloropyrazine-2-carboxylate), C(C)O (ethanol), O (water). Reaction conditions: time 2 hour. Product: C(C)OC=1N=CC(=NC1)C(=O)OCC (ethyl 5-ethoxypyrazine-2-carboxylate). As a reaction SMILES: Cl[C:2]1[N:3]=[CH:4][C:5]([C:8]([O:10][CH3:11])=[O:9])=[N:6][CH:7]=1.[O-:12][CH2:13][CH3:14].[Na+].O.[CH2:17](O)C>>[CH2:13]([O:12][C:2]1[N:3]=[CH:4][C:5]([C:8]([O:10][CH2:11][CH3:17])=[O:9])=[N:6][CH:7]=1)[CH3:14] |f:1.2|. Procedure details: A stirred solution of methyl 5-chloropyrazine-2-carboxylate (0.50 g) in ethanol (10 mL) was cooled to 0° C., and sodium ethoxide (21% w/w solution in ethanol, 1 mL) was added over 10 mins. After allowing to warm to RT and stir for 2 h, water (100 mL) was added and the mixture extracted with EtOAc (2×150 mL). The combined organic portions were dried over MgSO4 and evaporated to afford the title compound. (0.65 g, purity approx. 85%). 1H NMR (400 MHz, CDCl3) δ ppm 1.45 (t, J=7.1 Hz, 3H), 1.46 (t, ... The reactants are ClC1=C(C=CC=C1)SC=1C=C(C=NC1NC=1SC=C(N1)C)SCCC(=O)OC (methyl 3-(5-(2-chlorophenylthio)-6-(4-methylthiazol-2-ylamino)pyridin-3-ylthio)propanoate), Cl.ClCCCN(C)C (3-chloro-N,N-dimethylpropan-1-amine hydrochloride). The product is Cl.Cl.ClC1=C(C=CC=C1)SC=1C(=NC=C(C1)SCCCN(C)C)NC=1SC=C(N1)C (N-(3-(2-chlorophenylthio)-5-(3-(dimethylamino)propylthio)pyridin-2-yl)-4-methylthiazol-2-amine dihydrochloride). As a reaction SMILES: [Cl:1][C:2]1[CH:7]=[CH:6][CH:5]=[CH:4][C:3]=1[S:8][C:9]1[CH:10]=[C:11]([S:22][CH2:23][CH2:24][C:25](OC)=O)[CH:12]=[N:13][C:14]=1[NH:15][C:16]1[S:17][CH:18]=[C:19]([CH3:21])[N:20]=1.Cl.[Cl:30]CC[CH2:33][N:34](C)[CH3:35]>>[ClH:1].[ClH:30].[Cl:1][C:2]1[CH:7]=[CH:6][CH:5]=[CH:4][C:3]=1[S:8][C:9]1[C:14]([NH:15][C:16]2[S:17][CH:18]=[C:19]([CH3:21])[N:20]=2)=[N:13][CH:12]=[C:11]([S:22][CH2:23][CH2:24][CH2:25][N:34]([CH3:35])[CH3:33])[CH:10]=1 |f:1.2,3.4.5|. Procedure: Prepared according to the method of Example 16 using methyl 3-(5-(2-chlorophenylthio)-6-(4-methylthiazol-2-ylamino)pyridin-3-ylthio)propanoate and 3-chloro-N,N-dimethylpropan-1-amine hydrochloride. 1H NMR (d6-DMSO) δ 10.12 (bs, 1H), 8.41 (s, 1H), 7.61 (d, 1H), 7.33 (m, 2H), 7.07 (m, 1H), 6.52 (s, 1H), 3.09 (m, 2H), 2.90 (m, 2H), 2.70 (d, 6H), 2.18 (s, 3H), 1.84 (m, 2H); Mass spectrum (esi) m/z=451.0 (M+H-2HCl).